Task: describe an organic reaction: reactants, conditions, products, and yield. Dataset: the Open Reaction Database (ORD), a public repository of structured organic reaction records The reactants are BrC1=CC=C(C=C1)I (4-bromo-iodobenzene), solution, C(C=C)[Mg]Br (allyl magnesium bromide). The reagents and catalysts are [Cu](Cl)(Cl)(Cl)Cl.[Li].[Li] (dilithium copper tetrachloride). Solvent: C(C)OCC (diethyl ether), C(C)OCC (diethyl ether). RXN SMILES: [Br:1][C:2]1[CH:7]=[CH:6][C:5](I)=[CH:4][CH:3]=1.[CH2:9]([Mg]Br)[CH:10]=[CH2:11]>C(OCC)C.[Cu](Cl)(Cl)(Cl)Cl.[Li].[Li]>[CH2:11]([C:5]1[CH:6]=[CH:7][C:2]([Br:1])=[CH:3][CH:4]=1)[CH:10]=[CH2:9] |f:3.4.5,^1:23,24|. Procedure: To a mixture comprising 4-bromo-iodobenzene (350 mmol), dilithium copper tetrachloride (15 mmol), and 500 ml of diethyl ether, was added dropwise 1M solution of allyl magnesium bromide on the market (corresponding to 300 mmol) in diethyl ether at a temperature lower than 10° C. in 2 hours. The solvent was removed under a reduced pressure and the residue was distilled under a reduced pressure to obtain a crude oily 4-allyl-bromobenzene. This product was rectified with an Oldershow column (number ... Yields the product C(C=C)C1=CC=C(C=C1)Br (4-allyl-bromobenzene). Starting materials: NC1=NC(=CC=C1[N+](=O)[O-])OC1=C(C=C(C=C1)C(F)(F)F)Cl (2-amino-3-nitro-6-(2-chloro-4-trifluoromethylphenoxy)pyridine), S(O)(O)(=O)=O (sulfuric acid), N(=O)[O-].[Na+] (sodium nitrite). Solvent: O (water), O (water). Run at temperature 60 celsius. Yields the product OC1=NC(=CC=C1[N+](=O)[O-])OC1=C(C=C(C=C1)C(F)(F)F)Cl (2-Hydroxy-3-nitro-6-(2-chloro-4-trifluoromethylphenoxy)pyridine). As a reaction SMILES: N[C:2]1[C:7]([N+:8]([O-:10])=[O:9])=[CH:6][CH:5]=[C:4]([O:11][C:12]2[CH:17]=[CH:16][C:15]([C:18]([F:21])([F:20])[F:19])=[CH:14][C:13]=2[Cl:22])[N:3]=1.S(=O)(=O)(O)[OH:24].N([O-])=O.[Na+]>O>[OH:24][C:2]1[C:7]([N+:8]([O-:10])=[O:9])=[CH:6][CH:5]=[C:4]([O:11][C:12]2[CH:17]=[CH:16][C:15]([C:18]([F:21])([F:20])[F:19])=[CH:14][C:13]=2[Cl:22])[N:3]=1 |f:2.3|. Procedure details: 14.0 g of 2-amino-3-nitro-6-(2-chloro-4-trifluoromethylphenoxy)pyridine prepared in Preparation Example 2 was poured into 29 ml of concentrated sulfuric acid, and the mixture was heated at 60° C. Thereafter, the resulting mixture was allowed to stand for cooling, and further cooled with ice to 0° to 10° C. An aqueous solution of 4.6 g of sodium nitrite and 14 ml of water was gradually added dropwise thereto at the same temperature while stirring whereby the mixture was allowed to react. After co...